This data is from the Open Reaction Database (ORD), a public repository of structured organic reaction records. The task is: describe an organic reaction: reactants, conditions, products, and yield Reactants: O (water), C(C)OC(=O)C1CCC(CC1)N (4-Aminocyclohexane carboxylic acid ethyl ester), C(CCC)S(=O)C1=NC=CC(=N1)N1C=CC2=C(C=CC=C12)OCCCS(=O)(=O)N (3-[1-(2-Butylsulfinyl-pyrimidin-4-yl)-1H-indol-4-yloxy]-propane-1-sulfonic acid amide), CCN(C(C)C)C(C)C (DIEA). Run in CN1CCCC1=O (NMP). Reaction conditions: time 5 minute. Yields the product C(C)OC(=O)C1CCC(CC1)NC1=NC=CC(=N1)N1C=CC2=C(C=CC=C12)OCCCS(N)(=O)=O (4-{4-[4-(3-sulfamoyl-propoxy)-indol-1-yl]-pyrimidin-2-ylamino}-cyclohexanecarboxylic acid ethyl ester). Reaction SMILES: [CH2:1]([O:3][C:4]([CH:6]1[CH2:11][CH2:10][CH:9]([NH2:12])[CH2:8][CH2:7]1)=[O:5])[CH3:2].CCN(C(C)C)C(C)C.C(S([C:28]1[N:33]=[C:32]([N:34]2[C:42]3[C:37](=[C:38]([O:43][CH2:44][CH2:45][CH2:46][S:47]([NH2:50])(=[O:49])=[O:48])[CH:39]=[CH:40][CH:41]=3)[CH:36]=[CH:35]2)[CH:31]=[CH:30][N:29]=1)=O)CCC.O>CN1C(=O)CCC1>[CH2:1]([O:3][C:4]([CH:6]1[CH2:11][CH2:10][CH:9]([NH:12][C:28]2[N:33]=[C:32]([N:34]3[C:42]4[C:37](=[C:38]([O:43][CH2:44][CH2:45][CH2:46][S:47](=[O:48])(=[O:49])[NH2:50])[CH:39]=[CH:40][CH:41]=4)[CH:36]=[CH:35]3)[CH:31]=[CH:30][N:29]=2)[CH2:8][CH2:7]1)=[O:5])[CH3:2]. Procedure details: 4-Aminocyclohexane carboxylic acid ethyl ester (588.4 mg, 3.44 mmol) was dissolved in NMP (5 mL) and treated with DIEA (0.993 mL, 5.7 mmol) and the reaction mixture allowed to stir at RT for 5 min. 3-[1-(2-Butylsulfinyl-pyrimidin-4-yl)-1H-indol-4-yloxy]-propane-1-sulfonic acid amide (500 mg, 1.14 mmol) was then added, and the reaction mixture heated to 120° C. for 1 h. The reaction was then allowed to cool to RT, water was added, the mixture was sonicated, filtered, and the solid dried in vacuo ... As a reaction SMILES: C[O:2][C:3](=O)[CH2:4][CH2:5][CH:6]([C:9]1[CH:14]=[CH:13][C:12]([Cl:15])=[CH:11][CH:10]=1)[O:7][CH3:8].CO.[NH2:19][OH:20].[C-]#N.[K+]>C1COCC1.O>[Cl:15][C:12]1[CH:13]=[CH:14][C:9]([CH:6]([O:7][CH3:8])[CH2:5][CH2:4][C:3]([NH:19][OH:20])=[O:2])=[CH:10][CH:11]=1 |f:3.4|. Yields the product ClC1=CC=C(C=C1)C(CCC(=O)NO)OC (4-(4-chlorophenyl)-N-hydroxy-4-methoxybutanamide). Solvent: O (H2O), C1CCOC1 (THF). Procedure details: To a solution of 4-(4-chloro-phenyl)-4-methoxy-butyric acid methyl ester (62.5 mg, 0.25 mmol) dissolved in 2 mL of THF, methanol, and 50 wt % NH2OH in H2O (2:2:1) mixture was added KCN (4.0 mg, 0.06) and the resulting mixture stirred for 3 days at room temperature. The reaction was quenched by the addition of 1M aqueous HCl (10 mL) and the resulting mixture extracted with ethyl acetate (3×10 mL). The combined organic layers were washed with brine (2×5 mL). The product was isolated by flash colum... Starting materials: CO (methanol), NO (NH2OH), [C-]#N.[K+] (KCN), COC(CCC(OC)C1=CC=C(C=C1)Cl)=O (4-(4-chloro-phenyl)-4-methoxy-butyric acid methyl ester). Run at time 3 day. Starting materials: C(C)OC(=O)C=1C(NC(NC1)=O)C1=CC=C(C=C1)F (4-(4-Fluoro-phenyl)-2-oxo-1,2,3,4-tetrahydro-pyrimidine-5-carboxylic acid ethyl ester), [OH-].[Na+] (NaOH), Cl (HCl). Solvent: CO (MeOH), O (water). The product is FC1=CC=C(C=C1)C1NC(NC=C1C(=O)O)=O (4-(4-fluoro-phenyl)-2-oxo-1,2,3,4-tetrahydro-pyrimidine-5-carboxylic acid). Yield: 71.5%. Reaction SMILES: C([O:3][C:4]([C:6]1[CH:7]([C:13]2[CH:18]=[CH:17][C:16]([F:19])=[CH:15][CH:14]=2)[NH:8][C:9](=[O:12])[NH:10][CH:11]=1)=[O:5])C.[OH-].[Na+].Cl>CO.O>[F:19][C:16]1[CH:17]=[CH:18][C:13]([CH:7]2[C:6]([C:4]([OH:5])=[O:3])=[CH:11][NH:10][C:9](=[O:12])[NH:8]2)=[CH:14][CH:15]=1 |f:1.2|. Procedure: 4-(4-Fluoro-phenyl)-2-oxo-1,2,3,4-tetrahydro-pyrimidine-5-carboxylic acid ethyl ester (3.6 g) was suspended in 67 mL MeOH and 2.5 M NaOH (23 mL) was added. The mixture was heated at 65° for 6 hours, then cooled, diluted with water and acidified with conc. HCl. The resulting precipitate was recovered by filtration and air dried to yield 4-(4-fluoro-phenyl)-2-oxo-1,2,3,4-tetrahydro-pyrimidine-5-carboxylic acid(2.3 g). Reactants: C1(CC1)C=1C(=CC(=C(C(=O)OC(C)(C)C)C1)F)OCC1(CCCCC1)C(F)(F)F (tert-butyl 5-cyclopropyl-2-fluoro-4-((1-(trifluoromethyl)-cyclohexyl)-methoxy)benzoate), FC(C(=O)O)(F)F (trifluoroacetic acid). Run in ClCCl (dichloromethane). Reaction conditions: time 2 hour. Yields the product C1(CC1)C=1C(=CC(=C(C(=O)O)C1)F)OCC1(CCCCC1)C(F)(F)F (5-cyclopropyl-2-fluoro-4-((1-(trifluoromethyl)-cyclohexyl)methoxy)benzoic acid). Isolated yield 68.8%. RXN SMILES: [CH:1]1([C:4]2[C:5]([O:18][CH2:19][C:20]3([C:26]([F:29])([F:28])[F:27])[CH2:25][CH2:24][CH2:23][CH2:22][CH2:21]3)=[CH:6][C:7]([F:17])=[C:8]([CH:16]=2)[C:9]([O:11]C(C)(C)C)=[O:10])[CH2:3][CH2:2]1.FC(F)(F)C(O)=O>ClCCl>[CH:1]1([C:4]2[C:5]([O:18][CH2:19][C:20]3([C:26]([F:29])([F:27])[F:28])[CH2:21][CH2:22][CH2:23][CH2:24][CH2:25]3)=[CH:6][C:7]([F:17])=[C:8]([CH:16]=2)[C:9]([OH:11])=[O:10])[CH2:2][CH2:3]1. Procedure: To a solution of tert-butyl 5-cyclopropyl-2-fluoro-4-((1-(trifluoromethyl)-cyclohexyl)-methoxy)benzoate (3.70 g, 8.88 mmol) in dichloromethane (20 mL) was added trifluoroacetic acid (10 ml). The reaction mixture was stirred at ambient temperature for 2 hours and then concentrated in vacuo. The residue was triturated in hexanes (10 mL), the solid was filtered and dried to give the title compound (2.20 g, 69%): 1H NMR (300 MHz, CDCl3) δ 7.54 (d, J=8.1 Hz, 1H), 6.59 (d, J=12.3 Hz, 1H), 4.11 (s, 2H)... Conditions: time 1 hour. Procedure details: 0.4 g of N-methylpiperidine was added to a solution containing 0.8 g of N-isopropoxycarbonyl-L-valine dissolved in 25 ml of methylene chloride, at -20° C. After the mixture was stirred for 10 minutes at the same temperature, 0.6 g of isobutyl chloroformate was added to the mixture at -20° C., and stirred for 1 hour at -20° C.~-10° C. After 0.8 g of (R)-1-(6-fluoro-2-benzothiazolyl)ethylamine was added to this mixture at -60° C., the refrigerant was put off, and then the reaction mixture was warm... Solvent: C(Cl)Cl (methylene chloride). Starting materials: ClC(=O)OCC(C)C (isobutyl chloroformate), FC1=CC2=C(N=C(S2)[C@@H](C)N)C=C1 ((R)-1-(6-fluoro-2-benzothiazolyl)ethylamine), CN1CCCCC1 (N-methylpiperidine), C(C)(C)OC(=O)N[C@@H](C(C)C)C(=O)O (N-isopropoxycarbonyl-L-valine). RXN SMILES: C[N:2]1CCCCC1.[CH:8]([O:11][C:12]([NH:14][C@H:15]([C:19]([OH:21])=O)[CH:16]([CH3:18])[CH3:17])=[O:13])([CH3:10])[CH3:9].ClC(OCC(C)C)=O.[F:30][C:31]1[CH:42]=[CH:41][C:34]2[N:35]=[C:36]([C@H:38](N)[CH3:39])[S:37][C:33]=2[CH:32]=1>C(Cl)Cl>[F:30][C:31]1[CH:42]=[CH:41][C:34]2[N:35]=[C:36]([C@H:38]([N:14]([C:12]([O:11][CH:8]([CH3:9])[CH3:10])=[O:13])[C@H:15]([C:19]([NH2:2])=[O:21])[CH:16]([CH3:17])[CH3:18])[CH3:39])[S:37][C:33]=2[CH:32]=1. Yields the product FC1=CC2=C(N=C(S2)[C@@H](C)N([C@@H](C(C)C)C(=O)N)C(=O)OC(C)C)C=C1 ([(R)-1-(6-Fluoro-2-benzothiazolyl)ethyl]-N2 -isopropoxycarbonyl-L-valinamide), powder. Isolated yield 63.0%. The reactants are O=C=NS(=O)(=O)Cl, ClCCl, ClCCl, ClCCl, CN(C)C=O, c1csc(-c2ccc(-c3cccs3)s2)c1. Yields the product N#Cc1ccc(-c2ccc(-c3cccs3)s2)s1. Reaction SMILES: [Cl:16][S:17](=[O:19])([N:20]=[C:21]=[O:18])=[O:22].[Cl:23][CH2:24][Cl:25].[Cl:31][CH2:32][Cl:33].[Cl:34][CH2:35][Cl:36].[O:26]=[CH:27][N:28]([CH3:29])[CH3:30].[s:1]1[c:2](-[c:6]2[s:7][c:8](-[c:11]3[s:12][cH:13][cH:14][cH:15]3)[cH:9][cH:10]2)[cH:3][cH:4][cH:5]1>>[s:1]1[c:2](-[c:6]2[s:7][c:8](-[c:11]3[s:12][c:13]([C:21]#[N:20])[cH:14][cH:15]3)[cH:9][cH:10]2)[cH:3][cH:4][cH:5]1.